Dataset: the Open Reaction Database (ORD), a public repository of structured organic reaction records. Task: describe an organic reaction: reactants, conditions, products, and yield Yield: 90.0%. Product: OC(CCC=1C(C(=C(C(C1C)=O)C)C)=O)(C(=O)N1CCC(CC1)O)C (2-(3-Hydroxy-4-(4-hydroxypiperidin-1-yl)-3-methyl-4-oxobutyl)-3,5,6-trimethylcyclohexa-2,5-diene-1,4-dione). Reactants: OC=1C(=C2CCC(OC2=C(C1C)C)(C)C(=O)N1CCC(CC1)O)C ((6-hydroxy-2,5,7,8-tetramethylchroman-2-yl)(4-hydroxypiperidin-1-yl)methanone), O=[N+]([O-])[O-].[O-][N+]([O-])=O.[O-][N+]([O-])=O.[O-][N+]([O-])=O.[O-][N+]([O-])=O.[O-][N+]([O-])=O.[Ce+4].[NH4+].[NH4+] (CAN). Procedure details: Oxidation as described in protocol B, using 100 mg (0.302 mmol) of (6-hydroxy-2,5,7,8-tetramethylchroman-2-yl)(4-hydroxypiperidin-1-yl)methanone and 364 mg CAN (0.664 mmol) yielded 95 mg of a yellow syrup. As a reaction SMILES: [OH:1][C:2]1[C:3]([CH3:24])=[C:4]2[C:9](=[C:10]([CH3:13])[C:11]=1[CH3:12])[O:8][C:7]([C:15]([N:17]1[CH2:22][CH2:21][CH:20]([OH:23])[CH2:19][CH2:18]1)=[O:16])([CH3:14])[CH2:6][CH2:5]2.[O:25]=[N+]([O-])[O-].[O-][N+](=O)[O-].[O-][N+](=O)[O-].[O-][N+](=O)[O-].[O-][N+](=O)[O-].[O-][N+](=O)[O-].[Ce+4].[NH4+].[NH4+]>>[OH:25][C:7]([CH3:14])([C:15]([N:17]1[CH2:22][CH2:21][CH:20]([OH:23])[CH2:19][CH2:18]1)=[O:16])[CH2:6][CH2:5][C:4]1[C:9](=[O:8])[C:10]([CH3:13])=[C:11]([CH3:12])[C:2](=[O:1])[C:3]=1[CH3:24] |f:1.2.3.4.5.6.7.8.9|. The reactants are CN(C=O)C1=CC=CC=C1 (N-methyl-N-phenylformamide), S(O)(O)(=O)=O (sulphuric acid), C(CCC)[Li] (Butyl lithium), ClC1=C(C=CC=C1)C(F)(F)F (1-chloro-2-(trifluoromethyl)-benzene). Run in O1CCCC1 (tetrahydrofuran), O1CCCC1 (tetrahydrofuran). Run at time 1.5 hour. Product: ClC1=C(C=O)C=CC=C1C(F)(F)F (2-Chloro-3-(trifluoromethyl) benzaldehyde). Reaction SMILES: C([Li])CCC.[Cl:6][C:7]1[CH:12]=[CH:11][CH:10]=[CH:9][C:8]=1[C:13]([F:16])([F:15])[F:14].CN(C1C=CC=CC=1)[CH:19]=[O:20].S(=O)(=O)(O)O>O1CCCC1>[Cl:6][C:7]1[C:8]([C:13]([F:14])([F:15])[F:16])=[CH:9][CH:10]=[CH:11][C:12]=1[CH:19]=[O:20]. Reported procedure: Butyl lithium (36.4 ml of 1.6M in hexane) was added to a stirred solution at -65° of 1-chloro-2-(trifluoromethyl)-benzene (10 g) in dry tetrahydrofuran (100 ml) over 20 mins. After stirring for 1.5 hours at -65°, a solution of N-methyl-N-phenylformamide (6.85 ml) in tetrahydrofuran (30 ml) was added over 1 hour. The reaction mixture was left at this temperature for 1.5 hours and then allowed to reach room temperature. It was then poured onto 10% sulphuric acid, extracted with ether and the organ... Starting materials: O=C(CS(=O)Cc1ccco1)Oc1ccc([N+](=O)[O-])cc1, ClCCl, NCCCOc1cccc(C2OCCO2)c1. Product: O=C(CS(=O)Cc1ccco1)NCCCOc1cccc(C2OCCO2)c1. Reaction SMILES: [CH2:17]([c:18]1[cH:19][cH:20][cH:21][o:22]1)[S:23](=[O:24])[CH2:25][C:26](=[O:27])[O:28][c:29]1[cH:30][cH:31][c:32]([N+:33]([O-:34])=[O:35])[cH:36][cH:37]1.[CH2:38]([Cl:39])[Cl:40].[O:1]1[CH:2]([c:6]2[cH:7][c:8]([O:9][CH2:10][CH2:11][CH2:12][NH2:13])[cH:14][cH:15][cH:16]2)[O:3][CH2:4][CH2:5]1>>[O:1]1[CH:2]([c:6]2[cH:7][c:8]([O:9][CH2:10][CH2:11][CH2:12][NH:13][C:26]([CH2:25][S:23]([CH2:17][c:18]3[cH:19][cH:20][cH:21][o:22]3)=[O:24])=[O:27])[cH:14][cH:15][cH:16]2)[O:3][CH2:4][CH2:5]1.